This data is from the Open Reaction Database (ORD), a public repository of structured organic reaction records. The task is: describe an organic reaction: reactants, conditions, products, and yield The reactants are C(C)(C)(C)C=1C=C(C=C(C1OC)[N+](=O)[O-])C(C)=O (1-[3-(tert-butyl)-4-methoxy-5-nitrophenyl]-1-ethanone), [Cl-].[NH4+] (ammonium chloride), C(C)O (ethanol), O (water), ice water. The reagents and catalysts are [Fe] (Iron). The solvent is C(C)(=O)OCC (ethyl acetate). Yields the product NC=1C=C(C=C(C1OC)C(C)(C)C)C(C)=O (1-[3-Amino-5-(tert-butyl)-4-methoxyphenyl]-1-ethanone). Isolated yield 48.4%. As a reaction SMILES: [C:1]([C:5]1[CH:6]=[C:7]([C:16](=[O:18])[CH3:17])[CH:8]=[C:9]([N+:13]([O-])=O)[C:10]=1[O:11][CH3:12])([CH3:4])([CH3:3])[CH3:2].[Cl-].[NH4+].C(O)C.O>[Fe].C(OCC)(=O)C>[NH2:13][C:9]1[CH:8]=[C:7]([C:16](=[O:18])[CH3:17])[CH:6]=[C:5]([C:1]([CH3:2])([CH3:3])[CH3:4])[C:10]=1[O:11][CH3:12] |f:1.2|. Reported procedure: Iron powder (365 g) was added to a mixture of 1-[3-(tert-butyl)-4-methoxy-5-nitrophenyl]-1-ethanone (850 g), ammonium chloride (723 g), ethanol (4 l) and water (1 l) at 70° C. to 80° C. over a period of 1 hour. The reaction mixture was cooled to room temperature and then poured into a mixture of ice water and ethyl acetate and filtered through celite. The organic layer of the mother liquor was washed with brine and dried over anhydrous magnesium sulfate. The solvent was removed under reduced pre... Reactants: C(C)(C)(C)OC(=O)N1C[C@H](N(CC1)C=1N(C(C=C(N1)C1=NC=NC=C1)=O)C)C ((3R)-3-methyl-4-(1-methyl-6-oxo-1,6-dihydro-[4,4′]bipyrimidinyl-2-yl)-piperazine-1-carboxylic acid tert-butyl ester), Cl (hydrogen chloride). The solvent is C(C)(=O)OCC (ethyl acetate), C(C)(=O)OCC (ethyl acetate). Reaction conditions: time 2 hour. Product: CN1C(=NC(=CC1=O)C1=NC=NC=C1)N1[C@@H](CNCC1)C (1-methyl-2-((2R)-2-methyl-piperazin-1-yl)-1H-[4,4′]bipyrimidinyl-6-one). Yield: 89.3%. RXN SMILES: C(OC([N:8]1[CH2:13][CH2:12][N:11]([C:14]2[N:15]([CH3:27])[C:16](=[O:26])[CH:17]=[C:18]([C:20]3[CH:25]=[CH:24][N:23]=[CH:22][N:21]=3)[N:19]=2)[C@H:10]([CH3:28])[CH2:9]1)=O)(C)(C)C.Cl>C(OCC)(=O)C>[CH3:27][N:15]1[C:16](=[O:26])[CH:17]=[C:18]([C:20]2[CH:25]=[CH:24][N:23]=[CH:22][N:21]=2)[N:19]=[C:14]1[N:11]1[CH2:12][CH2:13][NH:8][CH2:9][C@H:10]1[CH3:28]. Procedure details: To a solution of (3R)-3-methyl-4-(1-methyl-6-oxo-1,6-dihydro-[4,4′]bipyrimidinyl-2-yl)-piperazine-1-carboxylic acid tert-butyl ester (6.9 g, 18 mmol) in ethyl acetate (35 ml) was added hydrogen chloride (4N) in ethyl acetate (35 ml) at room temperature. The mixture was stirred at room temperature for 2 hours and was concentrated under reduced pressure. The residue was partitioned between aqueous sodium hydrogen carbonate and chloroform, and the organic layer was dried over sodium sulfate. The so...